Task: describe an organic reaction: reactants, conditions, products, and yield. Dataset: the Open Reaction Database (ORD), a public repository of structured organic reaction records The reactants are Cl (hydrochloric acid), N1C(=CC2=CC=CC=C12)C=CC(CC(C)=O)=O (6-(1H-indol-2-yl)hex-5-ene-2,4-dione), N1CCCCC1 (piperidine), [B]=O (boron oxide), COC1=C(C=O)C=CC(=C1)OCC1=CC=NC=C1 (2-methoxy-4-(4-pyridylmethoxy)benzaldehyde), B(OC(C)C)(OC(C)C)OC(C)C (triisopropyl borate), C([O-])(O)=O.[Na+] (sodium bicarbonate). Solvent: [Cl-].[Na+].O (brine), C(C)(=O)OCC (ethyl acetate), C(C)(=O)OCC (ethyl acetate). Conditions: temperature 70 celsius. Yields the product N1C(=CC2=CC=CC=C12)\C=C\C(CC(\C=C\C1=C(C=C(C=C1)OCC1=CC=NC=C1)OC)=O)=O ((1E,6E)-1-(1H-indol-2-yl)-7-[2-methoxy-4-(4-pyridylmethoxy) phenyl]hepta-1,6-diene-3,5-dione). The yield is 76.9%. RXN SMILES: [NH:1]1[C:9]2[C:4](=[CH:5][CH:6]=[CH:7][CH:8]=2)[CH:3]=[C:2]1[CH:10]=[CH:11][C:12](=[O:17])[CH2:13][C:14](=[O:16])[CH3:15].[B]=O.[CH3:20][O:21][C:22]1[CH:29]=[C:28]([O:30][CH2:31][C:32]2[CH:37]=[CH:36][N:35]=[CH:34][CH:33]=2)[CH:27]=[CH:26][C:23]=1[CH:24]=O.B(OC(C)C)(OC(C)C)OC(C)C.N1CCCCC1.Cl.C(=O)(O)[O-].[Na+]>C(OCC)(=O)C.[Cl-].[Na+].O>[NH:1]1[C:9]2[C:4](=[CH:5][CH:6]=[CH:7][CH:8]=2)[CH:3]=[C:2]1/[CH:10]=[CH:11]/[C:12](=[O:17])[CH2:13][C:14](=[O:16])/[CH:15]=[CH:24]/[C:23]1[CH:26]=[CH:27][C:28]([O:30][CH2:31][C:32]2[CH:33]=[CH:34][N:35]=[CH:36][CH:37]=2)=[CH:29][C:22]=1[O:21][CH3:20] |f:6.7,9.10.11,^1:17|. Procedure details: In a 20 mL reaction vessel were placed 31.0 mg (136 μmol) of 6-(1H-indol-2-yl)hex-5-ene-2,4-dione and 13.2 mg (0.190 mmol) of boron oxide and they were dissolved in 0.88 mL of ethyl acetate. To the mixture under stirring at 70° C., 33 mg (0.14 mmol) of 2-methoxy-4-(4-pyridylmethoxy)benzaldehyde and 62 μL (0.27 mmol) of triisopropyl borate were sequentially added. After the mixture was stirred at the same temperature for 1 hour, a solution of 2.7 μL (27 μmol) of piperidine in ethyl acetate (0.135... The reactants are ice water, N1=CC=CC=C1 (pyridine), CS(=O)(=O)Cl (methanesulphonic acid chloride), COC=1C=CC2=C(C(=C2)CO)C1 ((5-methoxybenzocyclobuten-1-yl)-methanol). Run in ClCCl (dichloromethane). Reaction conditions: time 18 hour. The product is COC=1C=CC2=C(C(=C2)COS(=O)(=O)C)C1 (Methanesulphonic acid (5-methoxybenzocyclobuten-1-ylmethyl) ester). As a reaction SMILES: N1C=CC=CC=1.[CH3:7][S:8](Cl)(=[O:10])=[O:9].[CH3:12][O:13][C:14]1[CH:15]=[CH:16][C:17]2[CH:20]=[C:19]([CH2:21][OH:22])[C:18]=2[CH:23]=1>ClCCl>[CH3:12][O:13][C:14]1[CH:15]=[CH:16][C:17]2[CH:20]=[C:19]([CH2:21][O:22][S:8]([CH3:7])(=[O:10])=[O:9])[C:18]=2[CH:23]=1. Procedure: 6.1 ml (76 mmol) of pyridine and 3.6 ml (46 mmol) of methanesulphonic acid chloride are added at 0° C., while stirring, with the exclusion of moisture, to 5.0 g (30.5 mmol) of (5-methoxybenzocyclobuten-1-yl)-methanol in 50 ml of dichloromethane. The mixture is then stirred at room temperature for a further 18 hours to complete the reaction 50 ml of ice-water are then added and the whole is stirred for 30 minutes. The organic phase is separated off, washed once in each case with 2N sodium hydroxi... Starting materials: CCCCc1cc(C(N)=O)ccc1OCCCNc1cnn(CC)c(=O)c1Br, CCOCC, CN(C)C=O, Cc1ccc(S(=O)(=O)Cl)cc1, c1ccncc1. Yields the product CCCCc1cc(C#N)ccc1OCCCNc1cnn(CC)c(=O)c1Br. As a reaction SMILES: [Br:1][c:2]1[c:3](=[O:28])[n:4]([CH2:26][CH3:27])[n:5][cH:6][c:7]1[NH:8][CH2:9][CH2:10][CH2:11][O:12][c:13]1[c:14]([CH2:22][CH2:23][CH2:24][CH3:25])[cH:15][c:16]([C:19]([NH2:20])=[O:21])[cH:17][cH:18]1.[CH2:51]([O:52][CH2:53][CH3:54])[CH3:55].[CH3:46][N:47]([CH3:48])[CH:49]=[O:50].[c:29]1([CH3:30])[cH:31][cH:32][c:33]([S:34]([Cl:35])(=[O:36])=[O:37])[cH:38][cH:39]1.[cH:40]1[cH:41][cH:42][n:43][cH:44][cH:45]1>>[Br:1][c:2]1[c:3](=[O:28])[n:4]([CH2:26][CH3:27])[n:5][cH:6][c:7]1[NH:8][CH2:9][CH2:10][CH2:11][O:12][c:13]1[c:14]([CH2:22][CH2:23][CH2:24][CH3:25])[cH:15][c:16]([C:19]#[N:20])[cH:17][cH:18]1. The reactants are COCOc1cc(-c2nc3ccccc3o2)ccc1CBr, CCOC(C)=O, N#C[Na], CN(C)C=O, O. Product: COCOc1cc(-c2nc3ccccc3o2)ccc1CC#N. As a reaction SMILES: [Br:1][CH2:2][c:3]1[c:4]([O:18][CH2:19][O:20][CH3:21])[cH:5][c:6](-[c:9]2[o:10][c:11]3[c:12]([n:13]2)[cH:14][cH:15][cH:16][cH:17]3)[cH:7][cH:8]1.[CH3:25][CH2:26][O:27][C:28]([CH3:29])=[O:30].[Na:22][C:23]#[N:24].[O:31]=[CH:32][N:33]([CH3:34])[CH3:35].[OH2:36]>>[CH2:2]([c:3]1[c:4]([O:18][CH2:19][O:20][CH3:21])[cH:5][c:6](-[c:9]2[o:10][c:11]3[c:12]([n:13]2)[cH:14][cH:15][cH:16][cH:17]3)[cH:7][cH:8]1)[C:23]#[N:24]. The reactants are CC(CN)c1ccc(Cl)c(Cl)c1, Cl, O=C(O)c1ccc(I)cc1NS(=O)(=O)c1cccc2nccnc12. The product is CC(CNC(=O)c1ccc(I)cc1NS(=O)(=O)c1cccc2nccnc12)c1ccc(Cl)c(Cl)c1. As a reaction SMILES: [Cl:26][c:27]1[cH:28][c:29]([CH:34]([CH2:35][NH2:36])[CH3:37])[cH:30][cH:31][c:32]1[Cl:33].[ClH:25].[I:1][c:2]1[cH:3][c:4]([NH:11][S:12](=[O:13])(=[O:14])[c:15]2[c:16]3[n:17][cH:18][cH:19][n:20][c:21]3[cH:22][cH:23][cH:24]2)[c:5]([C:6](=[O:7])[OH:8])[cH:9][cH:10]1>>[I:1][c:2]1[cH:3][c:4]([NH:11][S:12](=[O:13])(=[O:14])[c:15]2[c:16]3[n:17][cH:18][cH:19][n:20][c:21]3[cH:22][cH:23][cH:24]2)[c:5]([C:6](=[O:7])[NH:36][CH2:35][CH:34]([c:29]2[cH:28][c:27]([Cl:26])[c:32]([Cl:33])[cH:31][cH:30]2)[CH3:37])[cH:9][cH:10]1. Reactants: C=CCCCC, C=CC[SiH](Cl)Cl, CC(C)O. Yields the product C=CC[Si](Cl)(Cl)CCCCCC. Reaction SMILES: [CH2:1]=[CH:2][CH2:3][CH2:4][CH2:5][CH3:6].[CH2:7]([CH:8]=[CH2:9])[SiH:10]([Cl:11])[Cl:12].[CH:13]([OH:14])([CH3:15])[CH3:16]>>[CH2:1]([CH2:2][CH2:3][CH2:4][CH2:5][CH3:6])[Si:10]([CH2:7][CH:8]=[CH2:9])([Cl:11])[Cl:12]. The reactants are ClC=1C=C(C(=C(C1)C=1C=C2CCC(C2=C(C1)F)NC(=O)C1(CC1)N)C1=NOC(=N1)C)F (1-Amino-cyclopropanecarboxylic acid{(rac)-5-[5-chloro-3-fluoro-2-(5-methyl-[1,2,4]oxadiazol-3-yl)-phenyl]-7-fluoro-indan-1-yl}-amide), COC1=NOC(=C1)C(=O)O (3-methoxy-isoxazole-5-carboxylic acid). The product is ClC=1C=C(C(=C(C1)C=1C=C2CCC(C2=C(C1)F)NC(=O)C1(CC1)NC(=O)C1=CC(=NO1)OC)C1=NOC(=N1)C)F (3-Methoxy-isoxazole-5-carboxylic acid(1-{(rac)-5-[5-chloro-3-fluoro-2-(5-methyl-[1,2,4]oxadiazol-3-yl)-phenyl]-7-fluoro-indan-1-ylcarbamoyl}-cyclopropyl)-amide). Reaction SMILES: [Cl:1][C:2]1[CH:3]=[C:4]([F:31])[C:5]([C:25]2[N:29]=[C:28]([CH3:30])[O:27][N:26]=2)=[C:6]([C:8]2[CH:9]=[C:10]3[C:14](=[C:15]([F:17])[CH:16]=2)[CH:13]([NH:18][C:19]([C:21]2([NH2:24])[CH2:23][CH2:22]2)=[O:20])[CH2:12][CH2:11]3)[CH:7]=1.[CH3:32][O:33][C:34]1[CH:38]=[C:37]([C:39](O)=[O:40])[O:36][N:35]=1>>[Cl:1][C:2]1[CH:3]=[C:4]([F:31])[C:5]([C:25]2[N:29]=[C:28]([CH3:30])[O:27][N:26]=2)=[C:6]([C:8]2[CH:9]=[C:10]3[C:14](=[C:15]([F:17])[CH:16]=2)[CH:13]([NH:18][C:19]([C:21]2([NH:24][C:39]([C:37]4[O:36][N:35]=[C:34]([O:33][CH3:32])[CH:38]=4)=[O:40])[CH2:23][CH2:22]2)=[O:20])[CH2:12][CH2:11]3)[CH:7]=1. Procedure: In analogy to the procedure described for the preparation of intermediate A-1 [B], 1-amino-cyclopropanecarboxylic acid{(rac)-5-[5-chloro-3-fluoro-2-(5-methyl-[1,2,4]oxadiazol-3-yl)-phenyl]-7-fluoro-indan-1-yl}-amide (example 32) has been coupled with 3-methoxy-isoxazole-5-carboxylic acid to yield the title compound as light red oil. MS: 570.1 (MH+, 1Cl). Starting materials: C1(=CC=C(C=C1)S(=O)(=O)O)C (p-Toluenesulfonic acid), COC(C1=CC=C(C=C1)OC)OC (4-methoxybenzaldehyde dimethylacetal), OCC[C@@H](CCCCCCCCCCC)O ((R)-1,3-dihydroxytetradecane), C(C)(=O)OCC (ethyl acetate). Solvent: CN(C=O)C (dimethylformamide). Conditions: time 2 hour. Yields the product COC1=CC=C(C=C1)C1OCC[C@H](O1)CCCCCCCCCCC (2-(4-Methoxyphenyl)-4-(R)-undecyl-[1,3]dioxane). The yield is 99.3%. As a reaction SMILES: C1(C)C=CC(S(O)(=O)=O)=CC=1.CO[CH:14](OC)[C:15]1[CH:20]=[CH:19][C:18]([O:21][CH3:22])=[CH:17][CH:16]=1.[OH:25][CH2:26][CH2:27][C@H:28]([OH:40])[CH2:29][CH2:30][CH2:31][CH2:32][CH2:33][CH2:34][CH2:35][CH2:36][CH2:37][CH2:38][CH3:39].C(OCC)(=O)C>CN(C)C=O>[CH3:22][O:21][C:18]1[CH:19]=[CH:20][C:15]([CH:14]2[O:40][C@H:28]([CH2:29][CH2:30][CH2:31][CH2:32][CH2:33][CH2:34][CH2:35][CH2:36][CH2:37][CH2:38][CH3:39])[CH2:27][CH2:26][O:25]2)=[CH:16][CH:17]=1. Procedure details: p-Toluenesulfonic acid (152 mg, 0.80 mmol) and 4-methoxybenzaldehyde dimethylacetal (2.9 g, 16.0 mmol) was added to a solution of (R)-1,3-dihydroxytetradecane (1.85 g, 8.0 mnuol) in dimethylformamide (20 ml) and the mixture was stirred at room temperature for 2 hours. The reaction mixture was concentrated under reduced pressure. The residue was diluted with ethyl acetate. The ethyl acetate layer was successively washed with saturated aqueous sodium hydrogencarbonate solution and saturated aqueou... The reactants are O=C([O-])[O-], CCC(C)Nc1cc(C(=O)OC)cc(NS(C)(=O)=O)n1, CI, [K+], [K+], CN(C)C=O, O. Product: CCC(C)Nc1cc(C(=O)OC)cc(N(C)S(C)(=O)=O)n1. As a reaction SMILES: [C:21](=[O:22])([O-:23])[O-:24].[CH3:1][O:2][C:3]([c:4]1[cH:5][c:6]([NH:15][CH:16]([CH3:17])[CH2:18][CH3:19])[n:7][c:8]([NH:10][S:11](=[O:12])(=[O:13])[CH3:14])[cH:9]1)=[O:20].[I:27][CH3:28].[K+:25].[K+:26].[O:30]=[CH:31][N:32]([CH3:33])[CH3:34].[OH2:29]>>[CH3:1][O:2][C:3]([c:4]1[cH:5][c:6]([NH:15][CH:16]([CH3:17])[CH2:18][CH3:19])[n:7][c:8]([N:10]([S:11](=[O:12])(=[O:13])[CH3:14])[CH3:21])[cH:9]1)=[O:20]. Reactants: C(C)(C)N(C(C)C)CC (N,N-diisopropylethylamine), C(#N)C1=C(C=C(CN2C=NC=C2CCC(=O)[O-])C=C1)F.[Li+] (lithium 3-[1-(4-cyano-3-fluorobenzyl)-1H-imidazol-5-yl]propionate), C(CCl)Cl (EDC), Cl.CNOC (N,O-dimethylhydroxylamine hydrochloride), C=1C=CC2=C(C1)N=NN2O (HOBT). As a reaction SMILES: [C:1]([C:3]1[CH:19]=[CH:18][C:6]([CH2:7][N:8]2[C:12]([CH2:13][CH2:14][C:15]([O-:17])=O)=[CH:11][N:10]=[CH:9]2)=[CH:5][C:4]=1[F:20])#[N:2].[Li+].Cl.CN[O:25][CH3:26].C1C=CC2N(O)N=[N:33][C:31]=2C=1.C(Cl)CCl.C(N(CC)C(C)C)(C)C>CN(C=O)C.CCOC(C)=O>[C:1]([C:3]1[CH:19]=[CH:18][C:6]([CH2:7][N:8]2[C:12]([CH2:13][CH2:14][C:15]([NH:33][CH2:31][O:25][CH3:26])=[O:17])=[CH:11][N:10]=[CH:9]2)=[CH:5][C:4]=1[F:20])#[N:2] |f:0.1,2.3|. Product: C(#N)C1=C(C=C(CN2C=NC=C2CCC(=O)NCOC)C=C1)F (3-[1-(4-Cyano-3-fluorobenzyl)-1H-imidazol-5-yl]-N-methoxymethylpropionamide). Solvent: CCOC(=O)C (EtOAc), CN(C)C=O (DMF). Procedure details: A mixture of lithium 3-[1-(4-cyano-3-fluorobenzyl)-1H-imidazol-5-yl]propionate, as described in Example 34, Step E, (500 mg, 1.79 mmol), N,O-dimethylhydroxylamine hydrochloride (874 mg, 8.96 mmol), HOBT (270 mg, 2.00 mmol), EDC (418 mg, 2.18 mmol), and N,N-diisopropylethylamine (1.87 mL, 10.74 mmol) was stirred in DMF (5 mL) at ambient temperature for 18 hours. EtOAc (50 mL) was added, the mixture was filtered, and the filtrate was concentrated in vacuo. The residue was purified by flash column ...